Dataset: the Open Reaction Database (ORD), a public repository of structured organic reaction records. Task: describe an organic reaction: reactants, conditions, products, and yield The reactants are C(C)C=1C(N(CC1C)C(=O)NC1COC2=CC(=C(C=C2C1)S(=O)(=O)NC(=S)NC)OC)=O (3-(3-Ethyl-4-methyl-2-oxo-3-pyrroline-1-carboxamido)-6-(methylaminothiocarbonylaminosulfonyl)-7-methoxychroman), OO (hydrogen peroxide). Solvent: [OH-].[Na+] (sodium hydroxide). Conditions: temperature 0 celsius, time 1.5 hour. The product is C(C)C=1C(N(CC1C)C(=O)NC1COC2=CC(=C(C=C2C1)S(=O)(=O)NC(=O)NC)OC)=O (3-(3-Ethyl-4-methyl-2-oxo-3-pyrroline-1-carboxamido)-6-(methylaminocarbonylaminosulfonyl)-7-methoxychroman). Reaction SMILES: [CH2:1]([C:3]1[C:4](=[O:32])[N:5]([C:9]([NH:11][CH:12]2[CH2:21][C:20]3[C:15](=[CH:16][C:17]([O:30][CH3:31])=[C:18]([S:22]([NH:25][C:26]([NH:28][CH3:29])=S)(=[O:24])=[O:23])[CH:19]=3)[O:14][CH2:13]2)=[O:10])[CH2:6][C:7]=1[CH3:8])[CH3:2].[OH:33]O>[OH-].[Na+]>[CH2:1]([C:3]1[C:4](=[O:32])[N:5]([C:9]([NH:11][CH:12]2[CH2:21][C:20]3[C:15](=[CH:16][C:17]([O:30][CH3:31])=[C:18]([S:22]([NH:25][C:26]([NH:28][CH3:29])=[O:33])(=[O:23])=[O:24])[CH:19]=3)[O:14][CH2:13]2)=[O:10])[CH2:6][C:7]=1[CH3:8])[CH3:2] |f:2.3|. Procedure details: 1 g of 3-(3-ethyl-4-methyl-2-oxo-3-pyrroline-1-carboxamido)-6-(methylaminothiocarbonylaminosulfonyl)-7-methoxychroman (Example 22) was suspended or dissolved in 20 ml of cold 0.5N sodium hydroxide solution. 1 ml of 37% strength hydrogen peroxide solution was added in the cold (-4° to 0° C.). The mixture was stirred at 0° C. for 1.5 hours. The crude product was precipitated by addition of 2N HCl and then purified over silica gel (eluting agent methylene chloride/glacial acetic acid 9:1). The prod... Starting materials: [BH4-], CCO, CCOC(=O)c1cc(Cl)c2c(c1C)C(=O)CCS2, ClCCl, Cl, [Na+]. Yields the product CCOC(=O)c1cc(Cl)c2c(c1C)C(O)CCS2. As a reaction SMILES: [BH4-:19].[CH3:22][CH2:23][OH:24].[Cl:1][c:2]1[cH:3][c:4]([C:14](=[O:15])[O:16][CH2:17][CH3:18])[c:5]([CH3:13])[c:6]2[c:11]1[S:10][CH2:9][CH2:8][C:7]2=[O:12].[Cl:25][CH2:26][Cl:27].[ClH:21].[Na+:20]>>[Cl:1][c:2]1[cH:3][c:4]([C:14](=[O:15])[O:16][CH2:17][CH3:18])[c:5]([CH3:13])[c:6]2[c:11]1[S:10][CH2:9][CH2:8][CH:7]2[OH:12]. Starting materials: CCOC(=O)N=NC(=O)OCC, CCOC(=O)C(Cc1ccc(O)cc1)n1cccc1, O=C(NCCO)c1ccc(-c2ccccc2)cc1, c1ccc(P(c2ccccc2)c2ccccc2)cc1. The product is CCOC(=O)C(Cc1ccc(OCCNC(=O)c2ccc(-c3ccccc3)cc2)cc1)n1cccc1. As a reaction SMILES: [O:57]=[C:58]([O:59][CH2:60][CH3:61])[N:62]=[N:63][C:64]([O:65][CH2:66][CH3:67])=[O:68].[OH:19][c:20]1[cH:21][cH:22][c:23]([CH2:26][CH:27]([C:28](=[O:29])[O:30][CH2:31][CH3:32])[n:33]2[cH:34][cH:35][cH:36][cH:37]2)[cH:24][cH:25]1.[c:1]1(-[c:13]2[cH:14][cH:15][cH:16][cH:17][cH:18]2)[cH:2][cH:3][c:4]([C:7](=[O:8])[NH:9][CH2:10][CH2:11][OH:12])[cH:5][cH:6]1.[c:38]1([P:39]([c:40]2[cH:41][cH:42][cH:43][cH:44][cH:45]2)[c:46]2[cH:47][cH:48][cH:49][cH:50][cH:51]2)[cH:52][cH:53][cH:54][cH:55][cH:56]1>>[c:1]1(-[c:13]2[cH:14][cH:15][cH:16][cH:17][cH:18]2)[cH:2][cH:3][c:4]([C:7](=[O:8])[NH:9][CH2:10][CH2:11][O:12][c:20]2[cH:21][cH:22][c:23]([CH2:26][CH:27]([C:28](=[O:29])[O:30][CH2:31][CH3:32])[n:33]3[cH:34][cH:35][cH:36][cH:37]3)[cH:24][cH:25]2)[cH:5][cH:6]1. The reactants are C1CCOC1, [N-]=[N+]=NCCCC1(c2ccccc2)SC(c2cc(F)ccc2F)=NN1c1nnc(Br)s1, O, c1ccc(P(c2ccccc2)c2ccccc2)cc1. Yields the product NCCCC1(c2ccccc2)SC(c2cc(F)ccc2F)=NN1c1nnc(Br)s1. As a reaction SMILES: [CH2:52]1[O:53][CH2:54][CH2:55][CH2:56]1.[N:1](=[N+:2]=[N-:3])[CH2:4][CH2:5][CH2:6][C:7]1([c:26]2[cH:27][cH:28][cH:29][cH:30][cH:31]2)[S:8][C:9]([c:18]2[c:19]([F:25])[cH:20][cH:21][c:22]([F:24])[cH:23]2)=[N:10][N:11]1[c:12]1[s:13][c:14]([Br:17])[n:15][n:16]1.[OH2:32].[c:33]1([P:34]([c:35]2[cH:36][cH:37][cH:38][cH:39][cH:40]2)[c:41]2[cH:42][cH:43][cH:44][cH:45][cH:46]2)[cH:47][cH:48][cH:49][cH:50][cH:51]1>>[NH2:1][CH2:4][CH2:5][CH2:6][C:7]1([c:26]2[cH:27][cH:28][cH:29][cH:30][cH:31]2)[S:8][C:9]([c:18]2[c:19]([F:25])[cH:20][cH:21][c:22]([F:24])[cH:23]2)=[N:10][N:11]1[c:12]1[s:13][c:14]([Br:17])[n:15][n:16]1.